Dataset: the Open Reaction Database (ORD), a public repository of structured organic reaction records. Task: describe an organic reaction: reactants, conditions, products, and yield Starting materials: C([O-])([O-])=O.[K+].[K+] (potassium carbonate), [I-].[K+] (potassium iodide), C([O-])([O-])=O.[K+].[K+] (potassium carbonate), ClCCCC#C (5-chloro-1-pentyne), ClC=1C=C(C#N)C=C(C1O)Cl (3,5-dichloro-4-hydroxybenzonitrile), ClCCCC#C (5-chloro-1-pentyne). Solvent: CN1C(CCC1)=O (N-methylpyrrolidone), O (water). Conditions: temperature 60 celsius, time 8 hour. Yields the product ClC=1C=C(C#N)C=C(C1OCCCC#C)Cl (3,5-Dichloro-4-(3-ethinylpropoxy)benzonitrile). Reaction SMILES: [Cl:1][C:2]1[CH:3]=[C:4]([CH:7]=[C:8]([Cl:11])[C:9]=1[OH:10])[C:5]#[N:6].Cl[CH2:13][CH2:14][CH2:15][C:16]#[CH:17].C(=O)([O-])[O-].[K+].[K+].[I-].[K+]>CN1CCCC1=O.O>[Cl:1][C:2]1[CH:3]=[C:4]([CH:7]=[C:8]([Cl:11])[C:9]=1[O:10][CH2:17][CH2:16][CH2:15][C:14]#[CH:13])[C:5]#[N:6] |f:2.3.4,5.6|. Procedure: A mixture of 10.0 g 3,5-dichloro-4-hydroxybenzonitrile, 6.2 mls 5-chloro-1-pentyne, 18.38 g milled potassium carbonate (100%) and 0.88 g potassium iodide in 125 mls N-methylpyrrolidone was heated at 60° C. with stirring overnight. An additional 4.6 g milled potassium carbonate and 2.82 mls 5-chloro-1-pentyne was added and heating was continued for two days. The reaction mixture was poured into water and extracted with ethyl acetate. The ethyl acetate extracts were washed with aqueous 10% potassi... Starting materials: [O-]S(=O)(=O)C(F)(F)F (triflate), bis(benzylideneacetone)palladium(0), O1C(=CC=C1)P(C=1OC=CC1)C=1OC=CC1 (tri(2-furyl)phosphine), CN(C(=O)C1=CC=C(C=C1)[Sn](CCCC)(CCCC)CCCC)C ((4-dimethylaminocarbonylphenyl)tri-n-butyltin), FC(S(=O)(=O)OS(=O)(=O)C(F)(F)F)(F)F (trifluoromethanesulfonic anhydride), O[C@H](C)[C@@H]1[C@@H]2N([C@H](C(C2)=O)C(=O)OCC2=CC=C(C=C2)[N+](=O)[O-])C1=O (4-nitrobenzyl (3R,5R,6S)-6-((1R)-1-hydroxyethyl) -2-oxo-1-carbapenam-3-carboxylate), C(C)(C)N(CC)C(C)C (diisopropylethylamine). The reagents and catalysts are [Cl-].[Zn+2].[Cl-] (zinc chloride). The solvent is C(C)(=O)OCC (ethyl acetate), CN1C(CCC1)=O (N-methylpyrrolidinone), C(C)#N (acetonitrile), C(C)(=O)OCC (ethyl acetate). Reaction conditions: time 30 minute. The product is 9.lmg, CN(C(=O)C1=CC=C(C=C1)C=1C[C@H]2N(C1C(=O)OCC1=CC=C(C=C1)[N+](=O)[O-])C([C@@H]2[C@@H](C)O)=O)C (4-Nitrobenzyl (5R,6S)-2-(4-dimethylaminocarbonylphenyl)-6-((1R)-1-hydroxyethyl)-1-carbapen-2-em-3-carboxylate). Isolated yield 27.9%. Reaction SMILES: [OH:1][C@@H:2]([C@H:4]1[C:24](=[O:25])[N:6]2[C@@H:7]([C:11]([O:13][CH2:14][C:15]3[CH:20]=[CH:19][C:18]([N+:21]([O-:23])=[O:22])=[CH:17][CH:16]=3)=[O:12])[C:8](=O)[CH2:9][C@H:5]12)[CH3:3].C(N(C(C)C)CC)(C)C.FC(F)(F)S(OS(C(F)(F)F)(=O)=O)(=O)=O.[O-]S(C(F)(F)F)(=O)=O.O1C=CC=C1P(C1OC=CC=1)C1OC=CC=1.[CH3:74][N:75]([CH3:97])[C:76]([C:78]1[CH:83]=[CH:82][C:81]([Sn](CCCC)(CCCC)CCCC)=[CH:80][CH:79]=1)=[O:77]>C(#N)C.CN1CCCC1=O.[Cl-].[Zn+2].[Cl-].C(OCC)(=O)C>[CH3:74][N:75]([CH3:97])[C:76]([C:78]1[CH:83]=[CH:82][C:81]([C:8]2[CH2:9][C@@H:5]3[C@@H:4]([C@H:2]([OH:1])[CH3:3])[C:24](=[O:25])[N:6]3[C:7]=2[C:11]([O:13][CH2:14][C:15]2[CH:20]=[CH:19][C:18]([N+:21]([O-:23])=[O:22])=[CH:17][CH:16]=2)=[O:12])=[CH:80][CH:79]=1)=[O:77] |f:8.9.10|. Procedure details: Under a nitrogen atmosphere, to a solution of 128 mg (0.368 mmol) of 4-nitrobenzyl (3R,5R,6S)-6-((1R)-1-hydroxyethyl) -2-oxo-1-carbapenam-3-carboxylate in acetonitrile (3 ml) was added 0.065 ml (0.37 mmol) of diisopropylethylamine followed by 0.062 ml (0.37 mmol) of trifluoromethanesulfonic anhydride at -45° C., and the mixture was stirred for 30 minutes. To the mixture was added ethyl acetate, and the organic layer was washed with saturated aqueous sodium bicarbonate followed by saturated aqueo... The reactants are N[C@@H](CC1=CNC=N1)C(=O)O (L-histidine), C(C)(=O)SCC(C(=O)N[C@@H](CCCNC(N)=N)C(=O)O)CC(=O)OC (Nα -[3-(acetylthio)-2-(methoxycarbonylmethyl)propanoyl]-L-arginine). Product: SCC(C(=O)N[C@@H](CC1=CNC=N1)C(=O)O)CC(N)=O (Nα -[3-mercapto-2-(carbamoylmethyl)propanoyl]-L-histidine). RXN SMILES: [NH2:1][C@H](C(O)=O)CC1N=CNC=1.C([S:15][CH2:16][CH:17]([CH2:32][C:33]([O:35]C)=O)[C:18]([NH:20][C@H:21]([C:29]([OH:31])=[O:30])[CH2:22][CH2:23][CH2:24][NH:25][C:26](=N)[NH2:27])=[O:19])(=O)C>>[SH:15][CH2:16][CH:17]([CH2:32][C:33](=[O:35])[NH2:1])[C:18]([NH:20][C@H:21]([C:29]([OH:31])=[O:30])[CH2:22][C:23]1[N:27]=[CH:26][NH:25][CH:24]=1)=[O:19]. Reported procedure: By substituting Nα -[3-(acetylthio)-2-methoxycarbonylmethyl)propanoyl]-L-histidine for the Nα -[3-(acetylthio)-2-(methoxycarbonylmethyl)propanoyl]-L-arginine in the procedure of Example 19, Nα -[3-mercapto-2-(carbamoylmethyl)propanoyl]-L-histidine is obtained.